Dataset: the Open Reaction Database (ORD), a public repository of structured organic reaction records. Task: describe an organic reaction: reactants, conditions, products, and yield Reactants: O=CC1CCN(Cc2ccccc2)CC1, C[O-], CO, CCOC(C)=O, COc1ccccc1C=O, [K+], O. Yields the product COc1ccccc1CC(=O)C1CCN(Cc2ccccc2)CC1. RXN SMILES: [CH2:14]([c:15]1[cH:16][cH:17][cH:18][cH:19][cH:20]1)[N:21]1[CH2:22][CH2:23][CH:24]([CH:27]=[O:28])[CH2:25][CH2:26]1.[CH3:11][O-:12].[CH3:30][OH:31].[CH3:32][CH2:33][O:34][C:35](=[O:36])[CH3:37].[CH:1]([c:2]1[c:3]([O:8][CH3:9])[cH:4][cH:5][cH:6][cH:7]1)=[O:10].[K+:13].[OH2:29]>>[CH2:1]([c:2]1[c:3]([O:8][CH3:9])[cH:4][cH:5][cH:6][cH:7]1)[C:27]([CH:24]1[CH2:23][CH2:22][N:21]([CH2:14][c:15]2[cH:16][cH:17][cH:18][cH:19][cH:20]2)[CH2:26][CH2:25]1)=[O:28].